This data is from the Open Reaction Database (ORD), a public repository of structured organic reaction records. The task is: describe an organic reaction: reactants, conditions, products, and yield Starting materials: CN1C[C@@H](C[C@@]2(C=3C=CC=C4NC=C(C[C@@H]12)C34)OC)CO (6-methyl-8β-hydroxymethyl-10α-methoxy-ergoline), S(O)(O)(=O)=O (sulphuric acid), C(CO)O (ethylen glycol), [Na] (sodium), ice water. Conditions: time 3 hour. Product: CN1C[C@@H](C[C@@]2(C=3C=CC=C4NC=C(C[C@@H]12)C34)OCCO)CO (6-Methyl-8β-hydroxvmethyl-10α-(2-hydroxy)ethoxy-ergoline). Isolated yield 75.0%. As a reaction SMILES: [CH3:1][N:2]1[C@H:16]2[C@@:6]([O:18][CH3:19])([C:7]3[CH:8]=[CH:9][CH:10]=[C:11]4[C:17]=3[C:14]([CH2:15]2)=[CH:13][NH:12]4)[CH2:5][C@@H:4]([CH2:20][OH:21])[CH2:3]1.S(=O)(=O)(O)O.[Na].C(O)[CH2:29][OH:30]>>[CH3:1][N:2]1[C@H:16]2[C@@:6]([O:18][CH2:19][CH2:29][OH:30])([C:7]3[CH:8]=[CH:9][CH:10]=[C:11]4[C:17]=3[C:14]([CH2:15]2)=[CH:13][NH:12]4)[CH2:5][C@@H:4]([CH2:20][OH:21])[CH2:3]1 |^1:26|. Procedure details: A stirred solution of 10 g of 6-methyl-8β-hydroxymethyl-10α-methoxy-ergoline in 100 ml of ethylen glycol was treated with 7.5 ml of concentrated sulphuric acid at room temperature. After stirring for 3 hour, the solution was poured into ice water then made alkaline with concentrated sodium hydroxyde. The precipitated was collected washed with water, and crystallised from ehanol to provide the title compound in 75% yield, m.p. 201-205° C. Reactants: C([O-])([O-])=O.[Cs+].[Cs+] (Cesium carbonate), BrC=1C=C(C(=NC1)O)[N+](=O)[O-] (5-bromo-2-hydroxy-3-nitropyridine), IC (iodomethane). Solvent: CN(C=O)C (N,N-dimethylformamide). Run at time 18 hour. Product: BrC=1C=C(C(N(C1)C)=O)[N+](=O)[O-] (5-Bromo-1-methyl-3-nitropyridin-2(1H)-one). As a reaction SMILES: [C:1](=[O:4])([O-])[O-].[Cs+].[Cs+].[Br:7][C:8]1[CH:9]=[C:10]([N+:15]([O-:17])=[O:16])[C:11](O)=[N:12][CH:13]=1.IC>CN(C)C=O>[Br:7][C:8]1[CH:9]=[C:10]([N+:15]([O-:17])=[O:16])[C:1](=[O:4])[N:12]([CH3:11])[CH:13]=1 |f:0.1.2|. Procedure: Cesium carbonate (44.6 g, 137 mmol) was added to a solution of 5-bromo-2-hydroxy-3-nitropyridine (20.0 g, 91.3 mmol) and iodomethane (19.4 g, 137 mmol) in N,N-dimethylformamide (500 mL). After 18 h, the reaction mixture was quenched with water. The mixture was extracted with ethyl acetate (3×), and the combined organic extracts were washed with water, saturated brine, dried over sodium sulfate, filtered and concentrated. MS 233.1 (MI). The reactants are CCOC(=O)C=C1CCN(Cc2ccccc2)CC1C, CC(Cl)OC(=O)Cl, ClCCCl. Product: CCOC(=O)C=C1CCNCC1C. Reaction SMILES: [CH2:1]([c:2]1[cH:3][cH:4][cH:5][cH:6][cH:7]1)[N:8]1[CH2:9][CH:10]([CH3:20])[C:11](=[CH:14][C:15](=[O:16])[O:17][CH2:18][CH3:19])[CH2:12][CH2:13]1.[Cl:21][C:22]([O:23][CH:24]([Cl:25])[CH3:26])=[O:27].[Cl:28][CH2:29][CH2:30][Cl:31]>>[NH:8]1[CH2:9][CH:10]([CH3:20])[C:11](=[CH:14][C:15](=[O:16])[O:17][CH2:18][CH3:19])[CH2:12][CH2:13]1. Starting materials: CCOC(=O)C(C#N)Cc1ccccc1, CCO. Yields the product CCOC(=O)C(CN)Cc1ccccc1. RXN SMILES: [CH2:1]([c:2]1[cH:3][cH:4][cH:5][cH:6][cH:7]1)[CH:8]([C:9](=[O:10])[O:11][CH2:12][CH3:13])[C:14]#[N:15].[CH3:16][CH2:17][OH:18]>>[CH2:1]([c:2]1[cH:3][cH:4][cH:5][cH:6][cH:7]1)[CH:8]([C:9](=[O:10])[O:11][CH2:12][CH3:13])[CH2:14][NH2:15]. Starting materials: CC(=O)Cl, CC1(C)CCCNc2cc([N+](=O)[O-])ccc21, ClCCl, [Na+], O=C([O-])O, O. Product: CC(=O)N1CCCC(C)(C)c2ccc([N+](=O)[O-])cc21. RXN SMILES: [CH3:1][C:2]([Cl:3])=[O:4].[CH3:5][C:6]1([CH3:20])[c:7]2[c:8]([cH:13][c:14]([N+:17](=[O:18])[O-:19])[cH:15][cH:16]2)[NH:9][CH2:10][CH2:11][CH2:12]1.[Cl:27][CH2:28][Cl:29].[Na+:25].[O-:21][C:22]([OH:23])=[O:24].[OH2:26]>>[CH3:1][C:2](=[O:4])[N:9]1[c:8]2[c:7]([cH:16][cH:15][c:14]([N+:17](=[O:18])[O-:19])[cH:13]2)[C:6]([CH3:5])([CH3:20])[CH2:12][CH2:11][CH2:10]1. Starting materials: O=C([O-])[O-], COc1ccc(O)cc1, CN(C)CC(=O)O, CCOC(C)=O, Cl, [Cs+], [Cs+], [Cu]I, CS(=O)(=O)Nc1ccc(I)cc1, C1COCCO1. The product is COc1ccc(Oc2ccc(NS(C)(=O)=O)cc2)cc1. Reaction SMILES: [C:22](=[O:23])([O-:24])[O-:25].[CH3:13][O:14][c:15]1[cH:16][cH:17][c:18]([OH:21])[cH:19][cH:20]1.[CH3:28][N:29]([CH2:30][C:31](=[O:32])[OH:33])[CH3:34].[CH3:42][CH2:43][O:44][C:45]([CH3:46])=[O:47].[ClH:35].[Cs+:26].[Cs+:27].[Cu:48][I:49].[I:1][c:2]1[cH:3][cH:4][c:5]([NH:8][S:9](=[O:10])(=[O:11])[CH3:12])[cH:6][cH:7]1.[O:36]1[CH2:37][CH2:38][O:39][CH2:40][CH2:41]1>>[c:2]1([O:21][c:18]2[cH:17][cH:16][c:15]([O:14][CH3:13])[cH:20][cH:19]2)[cH:3][cH:4][c:5]([NH:8][S:9](=[O:10])(=[O:11])[CH3:12])[cH:6][cH:7]1.